Task: describe an organic reaction: reactants, conditions, products, and yield. Dataset: the Open Reaction Database (ORD), a public repository of structured organic reaction records Starting materials: C(CCC)[Li] (n-butyl lithium), CC(C#C)(C)C (3,3-dimethyl-1-butyne), N1C=NC=C1.[Na] (sodium imidazole), mixture, BrCCCCCCBr (1,6-dibromo hexane), CC(C#CCCCCCC)(C)C (9,9-dimethyl-dec-7-yne), BrCCCCCCBr (1,6-dibromo hexane), ( b ). Run in CS(=O)C (DMSO), C1CCOC1 (THF), C1CCOC1 (THF), CN(C)C=O (DMF). Conditions: temperature -78 celsius. Yields the product CC(C#CCCCCCCN1C=NC=C1)(C)C (1-(9,9-dimethyl-dec-7-ynyl)-imidazole). As a reaction SMILES: CC(C)(C)C#C.C([Li])CCC.BrCCCCCCBr.[CH3:20][C:21]([CH3:31])([CH3:30])[C:22]#[C:23][CH2:24][CH2:25][CH2:26][CH2:27][CH2:28][CH3:29].[NH:32]1[CH:36]=[CH:35][N:34]=[CH:33]1.[Na]>CN(C=O)C.CS(C)=O.C1COCC1>[CH3:20][C:21]([CH3:30])([CH3:31])[C:22]#[C:23][CH2:24][CH2:25][CH2:26][CH2:27][CH2:28][CH2:29][N:32]1[CH:36]=[CH:35][N:34]=[CH:33]1 |f:4.5,^1:36|. Reported procedure: Add 5 ml. freshly distilled THF and 413 mg. 3,3-dimethyl-1-butyne to a dry reaction flask, cool to -78° C. then add 2.01 ml. n-butyl lithium (2.5M in hexane), stir about 30 minutes at -78° C., transfer into 3 ml. THF and 4.9 gm. 1,6-dibromo hexane at 0° C., stir 6 hours and add 2 ml. dry DMSO to form a precipitate. Wash with water, in methylene chloride. Elute through a short bed of silica with hexane to remove polar material giving a mixture of 1,6-dibromo hexane and 1 bromo-(9,9-dimethyl-dec-7...